From a dataset of the Open Reaction Database (ORD), a public repository of structured organic reaction records. describe an organic reaction: reactants, conditions, products, and yield Reactants: N#N (N2), ClC1=CC=C(C(=N1)C)F (6-chloro-3-fluoro-2-methylpyridine), C(C1=CC=CC=C1)N1C[C@H](CC1)[C@H](CC(C)C)O ((S)-1-benzyl-3-((S)-1-hydroxy-3-methylbutyl)-pyrrolidine), [H-].[Na+] (NaH). Solvent: CC(=O)N(C)C (DMA). Run at time 1 hour. Product: C(C1=CC=CC=C1)N1C[C@H](CC1)[C@H](CC(C)C)OC=1C(=NC(=CC1)Cl)C ((S)-1-benzyl-3-((S)-1-(6-chloro-2-methyl-3-pyridyloxy)-3-methylbutyl)-pyrrolidine). Isolated yield 67.0%. RXN SMILES: N#N.[CH2:3]([N:10]1[CH2:14][CH2:13][C@H:12]([C@@H:15]([OH:20])[CH2:16][CH:17]([CH3:19])[CH3:18])[CH2:11]1)[C:4]1[CH:9]=[CH:8][CH:7]=[CH:6][CH:5]=1.[H-].[Na+].[Cl:23][C:24]1[N:29]=[C:28]([CH3:30])[C:27](F)=[CH:26][CH:25]=1>CC(N(C)C)=O>[CH2:3]([N:10]1[CH2:14][CH2:13][C@H:12]([C@@H:15]([O:20][C:27]2[C:28]([CH3:30])=[N:29][C:24]([Cl:23])=[CH:25][CH:26]=2)[CH2:16][CH:17]([CH3:18])[CH3:19])[CH2:11]1)[C:4]1[CH:9]=[CH:8][CH:7]=[CH:6][CH:5]=1 |f:2.3|. Reported procedure: Charge a 200 mL round bottom flask equipped with a Claisen adaptor, thermal couple and N2 inlet with (S)-1-benzyl-3-((S)-1-hydroxy-3-methylbutyl)-pyrrolidine (5.69 g, 23 mmoles) and DMA (58 mL). Add NaH (1.29 g, 32.2 mmoles) in one portion with stirring and stir at room temperature for 1 hour. Add 6-chloro-3-fluoro-2-methylpyridine (3.52 g, 24.15 mmoles) in one portion with stirring and then stir at room temperature for 24 hours. Quench the reaction mixture with H2O (120 mL) and extract with MTB... Starting materials: C/C(/C(=O)O)=C\C1=CC=C(C=C1)CC=1C=NC=CC1 ((E)-2-Methyl-3-[4-(3-pyridylmethyl)phenyl]acrylic acid), CS(=O)(=O)O (methanesulphonic acid). Solvent: O (water). Product: S(C)(=O)(=O)O.C/C(/C(=O)O)=C\C1=CC=C(C=C1)CC=1C=NC=CC1 ((E)-2-Methyl-3-[4-(3-pyridylmethyl)phenyl]acrylic acid mesylate). Reaction SMILES: [CH3:1]/[C:2](=[CH:6]\[C:7]1[CH:12]=[CH:11][C:10]([CH2:13][C:14]2[CH:15]=[N:16][CH:17]=[CH:18][CH:19]=2)=[CH:9][CH:8]=1)/[C:3]([OH:5])=[O:4].[CH3:20][S:21]([OH:24])(=[O:23])=[O:22]>O>[S:21]([OH:24])(=[O:23])(=[O:22])[CH3:20].[CH3:1]/[C:2](=[CH:6]\[C:7]1[CH:12]=[CH:11][C:10]([CH2:13][C:14]2[CH:15]=[N:16][CH:17]=[CH:18][CH:19]=2)=[CH:9][CH:8]=1)/[C:3]([OH:5])=[O:4] |f:3.4|. Reported procedure: A mixture of 96 mg of the acrylic acid(prepared as described in Example 15), 24.6 μl of methanesulphonic acid and one ml of water was concentrated under reduced pressure. The residue was dried in vacuo to give 97 mg of the title compound having the following physical characteristics: